This data is from the Open Reaction Database (ORD), a public repository of structured organic reaction records. The task is: describe an organic reaction: reactants, conditions, products, and yield Reactants: ClCCl, CC(C)(C)O, O=C(Nc1ccccc1C(O)C(F)(F)F)c1ccco1, [Na+], [Na+], [Na+], O=C([O-])O, O=S([O-])([O-])=S. The product is O=C(Nc1ccccc1C(=O)C(F)(F)F)c1ccco1. As a reaction SMILES: [CH2:21]([Cl:22])[Cl:23].[CH3:36][C:37]([OH:38])([CH3:39])[CH3:40].[F:1][C:2]([CH:3]([OH:4])[c:5]1[c:6]([NH:11][C:12](=[O:13])[c:14]2[o:15][cH:16][cH:17][cH:18]2)[cH:7][cH:8][cH:9][cH:10]1)([F:19])[F:20].[Na+:28].[Na+:34].[Na+:35].[O-:24][C:25]([OH:26])=[O:27].[S:29]([O-:30])([O-:31])(=[O:32])=[S:33]>>[F:1][C:2]([C:3](=[O:4])[c:5]1[c:6]([NH:11][C:12](=[O:13])[c:14]2[o:15][cH:16][cH:17][cH:18]2)[cH:7][cH:8][cH:9][cH:10]1)([F:19])[F:20]. Starting materials: C(C)OC(=O)C1=NN2C(CN=C(C3=C2C=CC(=C3)Cl)C3=CC=CC=C3)=N1 (6-phenyl-8-chloro-4H-s-triazolo[1,5-a][1,4]-benzodiazepine-2-carboxylic acid ethyl ester), N (ammonia). The solvent is C(C)O (ethanol). Conditions: time 24 hour. Product: C1(=CC=CC=C1)C1=NCC=2N(C3=C1C=C(C=C3)Cl)N=C(N2)C(=O)N (6-phenyl-8-chloro-4H-s-triazolo[1,5-a][1,4]benzodiazepine-2-carboxamide). RXN SMILES: C([O:3][C:4]([C:6]1[N:26]=[C:9]2[CH2:10][N:11]=[C:12]([C:20]3[CH:25]=[CH:24][CH:23]=[CH:22][CH:21]=3)[C:13]3[CH:18]=[C:17]([Cl:19])[CH:16]=[CH:15][C:14]=3[N:8]2[N:7]=1)=O)C.[NH3:27]>C(O)C>[C:20]1([C:12]2[C:13]3[CH:18]=[C:17]([Cl:19])[CH:16]=[CH:15][C:14]=3[N:8]3[N:7]=[C:6]([C:4]([NH2:27])=[O:3])[N:26]=[C:9]3[CH2:10][N:11]=2)[CH:25]=[CH:24][CH:23]=[CH:22][CH:21]=1. Procedure: An amount of 3.67 g (0.010 mole) of 6-phenyl-8-chloro-4H-s-triazolo[1,5-a][1,4]-benzodiazepine-2-carboxylic acid ethyl ester is dissolved at 40° in 300 ml of ethanol, and 50 ml of conc. aqueous ammonia solution is then added. The clear solution is allowed to stand for 24 hours at room temperature and thereupon concentrated at 40° in vacuo. The red residue is suspended in 100 ml of water, filtered under suction, and the filter residue subsequently washed with water. The resulting product is recry... Starting materials: O=C1CCC(=O)N1Br, O=C(OOC(=O)c1ccccc1)c1ccccc1, ClC(Cl)(Cl)Cl, COC(=O)c1c(C)cccc1Br. Product: COC(=O)c1c(Br)cccc1CBr. As a reaction SMILES: [Br:13][N:14]1[C:15](=[O:16])[CH2:17][CH2:18][C:19]1=[O:20].[C:21]([O:22][O:23][C:24](=[O:25])[c:26]1[cH:27][cH:28][cH:29][cH:30][cH:31]1)(=[O:32])[c:33]1[cH:34][cH:35][cH:36][cH:37][cH:38]1.[C:39]([Cl:40])([Cl:41])([Cl:42])[Cl:43].[CH3:1][O:2][C:3]([c:4]1[c:5]([Br:11])[cH:6][cH:7][cH:8][c:9]1[CH3:10])=[O:12]>>[CH3:1][O:2][C:3]([c:4]1[c:5]([Br:11])[cH:6][cH:7][cH:8][c:9]1[CH2:10][Br:13])=[O:12]. The reactants are CN(C)C=O, O=C(Cl)C(=O)Cl, Cl, C1CCOC1, COc1cc2c(c3c1OC(C)(C)C3)C(c1ccc(=O)n(Cc3ccc(C(=O)O)cc3)c1)=NC(C)(C)C2. Yields the product COc1cc2c(c3c1OC(C)(C)C3)C(c1ccc(=O)n(Cc3ccc(C(N)=O)cc3)c1)=NC(C)(C)C2. RXN SMILES: [CH3:1][N:2]([CH3:3])[CH:4]=[O:5].[Cl:43][C:44]([C:45]([Cl:46])=[O:47])=[O:48].[ClH:6].[O:49]1[CH2:50][CH2:51][CH2:52][CH2:53]1.[O:7]=[c:8]1[n:9]([CH2:33][c:34]2[cH:35][cH:36][c:37]([C:38](=[O:39])[OH:40])[cH:41][cH:42]2)[cH:10][c:11]([C:14]2=[N:15][C:16]([CH3:31])([CH3:32])[CH2:17][c:18]3[cH:19][c:20]([O:29][CH3:30])[c:21]4[c:22]([c:23]32)[CH2:24][C:25]([CH3:27])([CH3:28])[O:26]4)[cH:12][cH:13]1>>[NH2:2][C:38]([c:37]1[cH:36][cH:35][c:34]([CH2:33][n:9]2[c:8](=[O:7])[cH:13][cH:12][c:11]([C:14]3=[N:15][C:16]([CH3:31])([CH3:32])[CH2:17][c:18]4[cH:19][c:20]([O:29][CH3:30])[c:21]5[c:22]([c:23]43)[CH2:24][C:25]([CH3:27])([CH3:28])[O:26]5)[cH:10]2)[cH:42][cH:41]1)=[O:39]. The reactants are CCCCCC.C(C)(=O)OCC (hexane ethyl acetate), COC1=C(C=CC=C1)N=C=O (2-methoxyphenyl isocyanate), COC=1C=C2C(=NC=NC2=CC1OC)OC1=CC=C(C=C1)N (6,7-Dimethoxy-4-(4-aminophenoxy)quinazoline). The solvent is C1(=CC=CC=C1)C (toluene). Yields the product COC=1C=C2C(=NC=NC2=CC1OC)OC1=CC=C(C=C1)NC(=O)NC1=C(C=CC=C1)OC (N-{4-[(6,7-Dimethoxy-4-quinazolinyl)oxy]phenyl)-N'-(2-methoxyphenyl)urea). Yield: 75.0%. Reaction SMILES: [CH3:1][O:2][C:3]1[CH:4]=[C:5]2[C:10](=[CH:11][C:12]=1[O:13][CH3:14])[N:9]=[CH:8][N:7]=[C:6]2[O:15][C:16]1[CH:21]=[CH:20][C:19]([NH2:22])=[CH:18][CH:17]=1.[CH3:23][O:24][C:25]1[CH:30]=[CH:29][CH:28]=[CH:27][C:26]=1[N:31]=[C:32]=[O:33].CCCCCC.C(OCC)(=O)C>C1(C)C=CC=CC=1>[CH3:1][O:2][C:3]1[CH:4]=[C:5]2[C:10](=[CH:11][C:12]=1[O:13][CH3:14])[N:9]=[CH:8][N:7]=[C:6]2[O:15][C:16]1[CH:21]=[CH:20][C:19]([NH:22][C:32]([NH:31][C:26]2[CH:27]=[CH:28][CH:29]=[CH:30][C:25]=2[O:24][CH3:23])=[O:33])=[CH:18][CH:17]=1 |f:2.3|. Procedure: 6,7-Dimethoxy-4-(4-aminophenoxy)quinazoline (100 mg) was dissolved in toluene (10 ml) with heat, 2-methoxyphenyl isocyanate (0.36 ml) was added, and the admixture was refluxed with heat for 40 minutes. After removing the solvent by distillation, the resulting residue was purified by column chromatography on silica gel eluting with chloroform/methanol (100/1) and then with chloroform/acetone (5/1) to obtain 112 mg of the title compound (yield: 75%). Reactants: FC1(C[C@@H](NCC1)C(=O)N[C@@H](C)C1=CC=C(C(=O)OC)C=C1)F (methyl 4-((S)-1-((R)-4,4-difluoropiperidine-2-carboxamido)ethyl)benzoate), C(=O)([O-])[O-].[Cs+].[Cs+] (Cs2CO3), FC(C1=CC=C(CBr)C=C1)(F)F (4-(Trifluoromethyl)benzylbromide). Run in CC#N (MeCN). Conditions: time 18 hour. Product: FC1(C[C@@H](N(CC1)CC1=CC=C(C=C1)C(F)(F)F)C(=O)N[C@@H](C)C1=CC=C(C(=O)OC)C=C1)F (methyl 4-((S)-1-((R)-4,4-difluoro-1-(4-(trifluoromethyl)benzyl)piperidine-2-carboxamido)ethyl)benzoate). Isolated yield 20.6%. Reaction SMILES: [F:1][C:2]1([F:23])[CH2:7][CH2:6][NH:5][C@@H:4]([C:8]([NH:10][C@H:11]([C:13]2[CH:22]=[CH:21][C:16]([C:17]([O:19][CH3:20])=[O:18])=[CH:15][CH:14]=2)[CH3:12])=[O:9])[CH2:3]1.C([O-])([O-])=O.[Cs+].[Cs+].[F:30][C:31]([F:41])([F:40])[C:32]1[CH:39]=[CH:38][C:35]([CH2:36]Br)=[CH:34][CH:33]=1>CC#N>[F:23][C:2]1([F:1])[CH2:7][CH2:6][N:5]([CH2:36][C:35]2[CH:34]=[CH:33][C:32]([C:31]([F:30])([F:40])[F:41])=[CH:39][CH:38]=2)[C@@H:4]([C:8]([NH:10][C@H:11]([C:13]2[CH:22]=[CH:21][C:16]([C:17]([O:19][CH3:20])=[O:18])=[CH:15][CH:14]=2)[CH3:12])=[O:9])[CH2:3]1 |f:1.2.3|. Reported procedure: To a solution of methyl 4-((S)-1-((R)-4,4-difluoropiperidine-2-carboxamido)ethyl)benzoate (D97) (66 mg, 0.20 mmol) in dry MeCN (4 ml), Cs2CO3 (198 mg, 0.60 mmol) and the 4-(Trifluoromethyl)benzylbromide (0.037 ml, 0.24 mmol) were added in sequence and the resulting mixture was stirred at RT for 18 hrs. The solid was filtered off, the acetonitrile was evaporated and the crude was purified by flash chromatography SNAP HP_SiO2 (10 g) eluting with a gradient DCM/EtOAc from 100/0 to 90/10. Collected ...